This data is from the Open Reaction Database (ORD), a public repository of structured organic reaction records. The task is: describe an organic reaction: reactants, conditions, products, and yield Starting materials: CC1([C@@H]([C@H]1\C=C/C)C(=O)O)C ((1R)-trans-2,2-dimethyl-3-((Z)-1-propenyl)cyclopropanecarboxylic acid), FC1=C(C(=C(C=C1F)F)F)CO ((2,3,5,6-tetrafluorophenyl)methanol), C1(=CC=CC=C1)P(C1=CC=CC=C1)C1=CC=CC=C1 (triphenylphosphine), N(=NC(=O)OC(C)C)C(=O)OC(C)C (diisopropyl azodicarboxylate). Solvent: C1(=CC=CC=C1)C (toluene), O1CCCC1 (tetrahydrofuran). Run at time 1 day. Yields the product CC1([C@@H]([C@H]1\C=C/C)C(=O)OCC1=C(C(=CC(=C1F)F)F)F)C ((2,3,5,6-tetrafluorophenyl)methyl (1R)-trans-2,2-dimethyl-3-((Z)-1-propenyl)cyclopropanecarboxylate). Yield: 93.0%. RXN SMILES: [CH3:1][C:2]1([CH3:11])[C@H:4](/[CH:5]=[CH:6]\[CH3:7])[C@H:3]1[C:8]([OH:10])=[O:9].[F:12][C:13]1[C:18]([F:19])=[CH:17][C:16]([F:20])=[C:15]([F:21])[C:14]=1[CH2:22]O.C1(P(C2C=CC=CC=2)C2C=CC=CC=2)C=CC=CC=1.N(C(OC(C)C)=O)=NC(OC(C)C)=O>C1(C)C=CC=CC=1.O1CCCC1>[CH3:11][C:2]1([CH3:1])[C@H:4](/[CH:5]=[CH:6]\[CH3:7])[C@H:3]1[C:8]([O:10][CH2:22][C:14]1[C:15]([F:21])=[C:16]([F:20])[CH:17]=[C:18]([F:19])[C:13]=1[F:12])=[O:9]. Procedure: To a mixture solution of 0.42 g of (1R)-trans-2,2-dimethyl-3-((Z)-1-propenyl)cyclopropanecarboxylic acid, 0.49 g of (2,3,5,6-tetrafluorophenyl)methanol, 0.93 g of triphenylphosphine and 20 ml of tetrahydrofuran, 2.0 ml of 40% toluene solution containing diisopropyl azodicarboxylate was added. After one day, the reaction solution was concentrated under reduced pressure and the residue was subjected to silica gel column chromatography (eluent: hexane/ethyl acetate=20/1) to give 0.80 g of (2,3,5,6-...